The task is: describe an organic reaction: reactants, conditions, products, and yield. This data is from the Open Reaction Database (ORD), a public repository of structured organic reaction records. Starting materials: C1(=CC=CC=C1)C(N1C=NC(=C1)CCCO)(C1=CC=CC=C1)C1=CC=CC=C1 (3-(1-triphenylmethyl-1H-imidazol-4-yl)propanol), OC=1C=C2CCCC(C2=CC1)=O (3,4-dihydro-6-hydroxy-2H-naphthalen-1-one). RXN SMILES: C1(C(C2C=CC=CC=2)(C2C=CC=CC=2)[N:8]2[CH:12]=[C:11]([CH2:13][CH2:14][CH2:15]O)[N:10]=[CH:9]2)C=CC=CC=1.[OH:29][C:30]1[CH:31]=[C:32]2[C:37](=[CH:38][CH:39]=1)[C:36](=[O:40])[CH2:35][CH2:34][CH2:33]2>>[NH:8]1[CH:12]=[C:11]([CH2:13][CH2:14][CH2:15][O:29][C:30]2[CH:31]=[C:32]3[C:37](=[CH:38][CH:39]=2)[C:36](=[O:40])[CH2:35][CH2:34][CH2:33]3)[N:10]=[CH:9]1. Procedure: 5 mmol of 3-(1-triphenylmethyl-1H-imidazol-4-yl)propanol and 6 mmol of 3,4-dihydro-6-hydroxy-2H-naphthalen-1-one are treated as described in Example 56. The product is N1C=NC(=C1)CCCOC=1C=C2CCCC(C2=CC1)=O (3,4-Dihydro-6-(3-(1H-imidazol-4-yl)propyloxy)-2H-naphthalen-1-one).